This data is from the Open Reaction Database (ORD), a public repository of structured organic reaction records. The task is: describe an organic reaction: reactants, conditions, products, and yield Reactants: BrC1=CC(=CC=C1)C#C (1-bromo-3-ethynylbenzene), NC1=NC(C(N1C)=O)(C1=CC=C(C=C1)OC(F)F)C1=CC(=CC=C1)Br (2-amino-5-(3-bromophenyl)-5-[4-(difluoromethoxy)phenyl]-3-methyl-3,5-dihydro-4H-imidazol-4-one). Solvent: CO (MeOH). The product is NC1=N[C@](C(N1C)=O)(C1=CC=C(C=C1)OC(F)F)C1=CC(=CC=C1)Br ((5R)-2-amino-5-(3-bromophenyl)-5-[4-(difluoromethoxy)phenyl]-3-methyl-3,5-dihydro-4H-imidazol-4-one). Reaction SMILES: BrC1C=CC=C(C#C)C=1.[NH2:10][C:11]1[N:15]([CH3:16])[C:14](=[O:17])[C:13]([C:28]2[CH:33]=[CH:32][CH:31]=[C:30]([Br:34])[CH:29]=2)([C:18]2[CH:23]=[CH:22][C:21]([O:24][CH:25]([F:27])[F:26])=[CH:20][CH:19]=2)[N:12]=1>CO>[NH2:10][C:11]1[N:15]([CH3:16])[C:14](=[O:17])[C@:13]([C:28]2[CH:33]=[CH:32][CH:31]=[C:30]([Br:34])[CH:29]=2)([C:18]2[CH:23]=[CH:22][C:21]([O:24][CH:25]([F:27])[F:26])=[CH:20][CH:19]=2)[N:12]=1. Reported procedure: Using essentially the same procedure described in Example 1, steps a-d, and employing 1-bromo-3-ethynylbenzene in step a, the racemic mixture of 2-amino-5-(3-bromophenyl)-5-[4-(difluoromethoxy)phenyl]-3-methyl-3,5-dihydro-4H-imidazol-4-one was obtained and separated by chiral chromatography technique (Chiralcel OJ, 2×25 cm, using 5% ethanol in 95% hexane and diethylamine as the mobile phase) to give the title enantiomer, MS m/e (M+H)+ 332; 1H NMR (400 MHz, DMSO-d6) 2.94 (s, 3H), 6.72 (brs, 2H), ... Starting materials: BrC1=C(C(=CC=2C(=CCC(C12)(C)C)C(C)C)/C(=C(\CO)/F)/CC)OCC ((2E)-3-(4-bromo-3-ethoxy-8-isopropyl-5,5-dimethyl-5,6-dihydro-naphthalen-2-yl)-2-fluoro-pent-2-en-1-ol), ClCCl (dichloromethane), C[N+]1(CCOCC1)[O-] (4-methylmorpholine N-oxide). The reagents and catalysts are [Ru](=O)(=O)(=O)[O-].C(CC)[N+](CCC)(CCC)CCC (tetrapropylammonium perruthenate). Solvent: C(C)#N (acetonitrile). The product is BrC1=C(C(=CC=2C(=CCC(C12)(C)C)C(C)C)/C(=C(\C=O)/F)/CC)OCC ((2E)-3-(4-Bromo-3-ethoxy-8-isopropyl-5,5-dimethyl-5,6-dihydro naphthalen-2-yl)-2-fluoro-pent-2-enal). Reaction SMILES: [Br:1][C:2]1[C:11]2[C:10]([CH3:13])([CH3:12])[CH2:9][CH:8]=[C:7]([CH:14]([CH3:16])[CH3:15])[C:6]=2[CH:5]=[C:4](/[C:17](/[CH2:22][CH3:23])=[C:18](/[F:21])\[CH2:19][OH:20])[C:3]=1[O:24][CH2:25][CH3:26].C[N+]1([O-])CCOCC1.ClCCl>C(#N)C.[Ru]([O-])(=O)(=O)=O.C([N+](CCC)(CCC)CCC)CC>[Br:1][C:2]1[C:11]2[C:10]([CH3:13])([CH3:12])[CH2:9][CH:8]=[C:7]([CH:14]([CH3:15])[CH3:16])[C:6]=2[CH:5]=[C:4](/[C:17](/[CH2:22][CH3:23])=[C:18](/[F:21])\[CH:19]=[O:20])[C:3]=1[O:24][CH2:25][CH3:26] |f:4.5|. Reported procedure: As described in General Procedure H-1, (2E)-3-(4-bromo-3-ethoxy-8-isopropyl-5,5-dimethyl-5,6-dihydro-naphthalen-2-yl)-2-fluoro-pent-2-en-1-ol (Compound A-137, 885 mg, 2.08 mmol), tetrapropylammonium perruthenate (20 mg, 0.057 mmol) and 4-methylmorpholine N-oxide (487 mg, 4.16 mmol) were reacted in acetonitrile and dichloromethane to give the title compound after purification by flash column chromatography (silica gel, 5% ethyl acetate in hexane). Starting materials: ClCC1=C2C(CC2)=CC=C1 (4-chloromethylbenzocyclobutene), CC1=C(CCl)C=CC=C1 (o-methylbenzyl chloride). Product: ClCC12C(CC1)C=CC=C2 (3-chloromethylbenzocyclobutene), ClCC1=C2C(CC2)=CC=C1 (4-chloromethylbenzocyclobutene). As a reaction SMILES: [Cl:1][CH2:2][C:3]1[CH:10]=[CH:9][CH:8]=[C:5]2[CH2:6][CH2:7][C:4]=12.CC1C=CC=CC=1[CH2:14][Cl:15]>>[Cl:15][CH2:14][C:4]12[CH:3]=[CH:10][CH:9]=[CH:8][CH:5]1[CH2:6][CH2:7]2.[Cl:1][CH2:2][C:3]1[CH:10]=[CH:9][CH:8]=[C:5]2[CH2:6][CH2:7][C:4]=12. Procedure: Preparation of 4-chloromethylbenzocyclobutene was also effected by a similar procedure beginning with o-methylbenzyl chloride, however, the procedure yielded about a 1:2 mixture of 3-chloromethylbenzocyclobutene and 4-chloromethylbenzocyclobutene. Starting materials: CC1=CC=C(C=C1)S(=O)(=O)OC1=CC(=C(C=C1)Br)OCCN1CCCCC1 (4-Bromo-3-(2-{piperidin-1-yl}ethoxy)phenyl 4-methylbenzenesulfonate), [OH-].[K+] (potassium hydroxide), C([O-])(O)=O.[Na+] (sodium bicarbonate), Cl (hydrochloric acid). The solvent is C(C)O (ethanol), O (water). Yields the product BrC1=C(C=C(C=C1)O)OCCN1CCCCC1 (4-Bromo-3-(2-{piperidin-1-yl}ethoxy)phenol). Isolated yield 102.6%. As a reaction SMILES: CC1C=CC(S([O:11][C:12]2[CH:17]=[CH:16][C:15]([Br:18])=[C:14]([O:19][CH2:20][CH2:21][N:22]3[CH2:27][CH2:26][CH2:25][CH2:24][CH2:23]3)[CH:13]=2)(=O)=O)=CC=1.[OH-].[K+].Cl.C(=O)(O)[O-].[Na+]>C(O)C.O>[Br:18][C:15]1[CH:16]=[CH:17][C:12]([OH:11])=[CH:13][C:14]=1[O:19][CH2:20][CH2:21][N:22]1[CH2:27][CH2:26][CH2:25][CH2:24][CH2:23]1 |f:1.2,4.5|. Procedure: 4-Bromo-3-(2-{piperidin-1-yl}ethoxy)phenyl 4-methylbenzenesulfonate (24.2 g), potassium hydroxide (16.1 g), water (96 ml) and ethanol (860 ml) were heated on the steam bath for 2 h. The pH was adjusted to 4 with concentrated hydrochloric acid, then to pH 7 with solid sodium bicarbonate. After evaporation to near dryness, water (200 ml) was added and the mixture was extracted with ethyl acetate (3×150 ml). The organic phase was washed with water, brine, dried (MgSO4) and evaporated to give an oil... Starting materials: CCCc1nc(C)c(Br)c(=O)n1Cc1ccc(-c2ccccc2C#N)cc1, O=C([O-])[O-], C1COCCO1, CC1(C)CCc2cc(B(O)O)ccc2O1, CCOC(C)=O, [Cs+], [Cs+]. The product is CCCc1nc(C)c(-c2ccc3c(c2)CCC(C)(C)O3)c(=O)n1Cc1ccc(-c2ccccc2C#N)cc1. RXN SMILES: [Br:1][c:2]1[c:3]([CH3:27])[n:4][c:5]([CH2:24][CH2:25][CH3:26])[n:6]([CH2:9][c:10]2[cH:11][cH:12][c:13](-[c:16]3[c:17]([C:22]#[N:23])[cH:18][cH:19][cH:20][cH:21]3)[cH:14][cH:15]2)[c:7]1=[O:8].[C:43](=[O:44])([O-:45])[O-:46].[CH2:49]1[O:50][CH2:51][CH2:52][O:53][CH2:54]1.[CH3:28][C:29]1([CH3:42])[O:30][c:31]2[cH:32][cH:33][c:34]([B:39]([OH:40])[OH:41])[cH:35][c:36]2[CH2:37][CH2:38]1.[CH3:55][CH2:56][O:57][C:58](=[O:59])[CH3:60].[Cs+:47].[Cs+:48]>>[c:2]1(-[c:34]2[cH:33][cH:32][c:31]3[c:36]([cH:35]2)[CH2:37][CH2:38][C:29]([CH3:28])([CH3:42])[O:30]3)[c:3]([CH3:27])[n:4][c:5]([CH2:24][CH2:25][CH3:26])[n:6]([CH2:9][c:10]2[cH:11][cH:12][c:13](-[c:16]3[c:17]([C:22]#[N:23])[cH:18][cH:19][cH:20][cH:21]3)[cH:14][cH:15]2)[c:7]1=[O:8].